Dataset: the Open Reaction Database (ORD), a public repository of structured organic reaction records. Task: describe an organic reaction: reactants, conditions, products, and yield Starting materials: C(C1=CC=CC=C1)(C1=CC=CC=C1)(C1=CC=CC=C1)N1C=NC(=C1)I (N-trityl-4-iodo-imidazole), CC[Mg+].[Br-] (EtMgBr), halogen-metal, CC=1SC(=CC1C=O)C (2,5-dimethylthiophene-3-carboxaldehyde). The solvent is C(Cl)Cl (CH2Cl2), C(Cl)Cl (CH2Cl2). Reaction conditions: time 1 hour. Product: CC=1SC(=CC1C(O)C=1N=CN(C1)C(C1=CC=CC=C1)(C1=CC=CC=C1)C1=CC=CC=C1)C ((2,5-dimethylthien-3-yl)-1-trityl-imidazol-4-yl-methanol), A5. RXN SMILES: [C:1]([N:20]1[CH:24]=[C:23](I)[N:22]=[CH:21]1)([C:14]1[CH:19]=[CH:18][CH:17]=[CH:16][CH:15]=1)([C:8]1[CH:13]=[CH:12][CH:11]=[CH:10][CH:9]=1)[C:2]1[CH:7]=[CH:6][CH:5]=[CH:4][CH:3]=1.CC[Mg+].[Br-].[CH3:30][C:31]1[S:32][C:33]([CH3:38])=[CH:34][C:35]=1[CH:36]=[O:37]>C(Cl)Cl>[CH3:30][C:31]1[S:32][C:33]([CH3:38])=[CH:34][C:35]=1[CH:36]([C:23]1[N:22]=[CH:21][N:20]([C:1]([C:14]2[CH:19]=[CH:18][CH:17]=[CH:16][CH:15]=2)([C:8]2[CH:13]=[CH:12][CH:11]=[CH:10][CH:9]=2)[C:2]2[CH:7]=[CH:6][CH:5]=[CH:4][CH:3]=2)[CH:24]=1)[OH:37] |f:1.2|. Reported procedure: To a solution of N-trityl-4-iodo-imidazole (11.8 g, 27 mmol) in dry CH2Cl2 (200 mL) was added EtMgBr (11.0 mL, 3.0M in Et2O). After complete halogen-metal exchange this solution was cannulated into a solution of 2,5-dimethylthiophene-3-carboxaldehyde (3.5 g, 25 mmol) in 50 mL of CH2Cl2. The reaction mixture was stirred at room temperature for 1 hr and then quenched with aqueous NH4Cl. The mixture was transferred to a separatory funnel and the aqueous layer was extracted with a second portion of ... Reactants: C(C)NC1CCCCC1 (N-ethylcyclohexylamine), C=O (formaldehyde), CCCCC=C (hexene-1). The product is CN(CC)C1CCCCC1 (N-methyl-N-ethylcyclohexylamine). The yield is 391.0%. As a reaction SMILES: [CH2:1]([NH:3][CH:4]1[CH2:9][CH2:8][CH2:7][CH2:6][CH2:5]1)[CH3:2].C=O.[CH3:12]CCCC=C>>[CH3:12][N:3]([CH:4]1[CH2:9][CH2:8][CH2:7][CH2:6][CH2:5]1)[CH2:1][CH3:2]. Reported procedure: In a similar manner to Example 1, 190.8 g (1.5 mol) of N-ethylcyclohexylamine and 247.6 g (2.4 mol) of formaldehyde (29.1%) are reacted in a 1 l autoclave; a maximum pressure of 2.6 MPa is established at a temperature of 160° C. After the end of the reaction, 30 g of hexene-1 are added and the organic phase is removed from the aqueous phase. The remaining organic phase is subsequently fractionally distilled. 196.9 g of N-methyl-N-ethylcyclohexylamine having a purity of 98.7% are isolated, corres... The reactants are BrC=1C=2C3=C(C(NC2C=CC1OC)=O)SC=C3 (9-bromo-8-methoxythieno[2,3-c]quinolin-4(5H)-one), CN(C(OC(C)(C)C)=O)C[C@H](C)C1=CC=C(C=C1)B1OC(C(O1)(C)C)(C)C ((R)-tert-butyl methyl(2-(4-(4,4,5,5-tetramethyl-1,3,2-dioxaborolan-2-yl)phenyl)propyl)carbamate). Yields the product COC1=C(C=2C3=C(C(NC2C=C1)=O)SC=C3)C3=CC=C(C=C3)[C@H](CN(C(OC(C)(C)C)=O)C)C ((R)-tert-Butyl 2-(4-(8-methoxy-4-oxo-4,5-dihydrothieno[2,3-c]quinolin-9-yl)phenyl)propyl(methyl)carbamate). The yield is 34.8%. As a reaction SMILES: Br[C:2]1[C:3]2[C:4]3[CH:17]=[CH:16][S:15][C:5]=3[C:6](=[O:14])[NH:7][C:8]=2[CH:9]=[CH:10][C:11]=1[O:12][CH3:13].[CH3:18][N:19]([CH2:27][C@@H:28]([C:30]1[CH:35]=[CH:34][C:33](B2OC(C)(C)C(C)(C)O2)=[CH:32][CH:31]=1)[CH3:29])[C:20](=[O:26])[O:21][C:22]([CH3:25])([CH3:24])[CH3:23]>>[CH3:13][O:12][C:11]1[CH:10]=[CH:9][C:8]2[NH:7][C:6](=[O:14])[C:5]3[S:15][CH:16]=[CH:17][C:4]=3[C:3]=2[C:2]=1[C:33]1[CH:32]=[CH:31][C:30]([C@@H:28]([CH3:29])[CH2:27][N:19]([CH3:18])[C:20](=[O:26])[O:21][C:22]([CH3:23])([CH3:25])[CH3:24])=[CH:35][CH:34]=1. Procedure: Following General Procedure B, 9-bromo-8-methoxythieno[2,3-c]quinolin-4(5H)-one (700 mg, 2.3 mmol) was reacted with (R)-tert-butyl methyl(2-(4-(4,4,5,5-tetramethyl-1,3,2-dioxaborolan-2-yl)phenyl)propyl)carbamate (1.3 g, 3.4 mmol) to afford the desired product (383 mg, 38%) as a yellow solid: ESI MS m/z 479 [C27H30N2O4S+H]+. Starting materials: CON(C(C1=C(C=CC(=C1)C=O)OC)=O)C (N-Methoxy-N-methyl-5-formyl-2-methoxybenzamide), C(CO)O (ethylene glycol). The reagents and catalysts are O.C1(=CC=C(C=C1)S(=O)(=O)O)C (p-toluenesulfonic acid monohydrate). Solvent: C1(=CC=CC=C1)C (toluene). The product is CON(C(C1=C(C=CC(=C1)C1OCCO1)OC)=O)C (N-Methoxy-N-methyl-5-(1,3-dioxolan-2-yl)-2-methoxybenzamide). Isolated yield 84.0%. RXN SMILES: [CH3:1][O:2][N:3]([CH3:16])[C:4](=[O:15])[C:5]1[CH:10]=[C:9]([CH:11]=[O:12])[CH:8]=[CH:7][C:6]=1[O:13][CH3:14].[CH2:17](O)[CH2:18][OH:19]>O.C1(C)C=CC(S(O)(=O)=O)=CC=1.C1(C)C=CC=CC=1>[CH3:1][O:2][N:3]([CH3:16])[C:4](=[O:15])[C:5]1[CH:10]=[C:9]([CH:11]2[O:19][CH2:18][CH2:17][O:12]2)[CH:8]=[CH:7][C:6]=1[O:13][CH3:14] |f:2.3|. Procedure details: N-Methoxy-N-methyl-5-formyl-2-methoxybenzamide (6.56 g, 29.4 mnmol), ethylene glycol (8.20 mL, 147 mmol), p-toluenesulfonic acid monohydrate (110 mg, 0.578 mmol) and toluene (100 mL) were mixed, and, while removing water generated using dean-stark apparatus, the mixture was refluxed for 4 hours. After allowed to stand for cooling, ethyl acetate was added, which was washed with saturated aqueous solution of sodium hydrogencarbonate and water in sequence. Then, the organic layer was dried over anh... Starting materials: BrCCCCCCOCCC#CC=1C=C(C=CC1)N1C(NCC1=O)=O (3-(3-{4-[(6-bromohexyl)oxy]but-1-ynyl}phenyl)imidazolidine-2,4-dione), ICCCCCCOCCC#CC=1C=C(C=CC1)N1C(NCC1=O)=O (3-(3-{4-[(6-iodohexyl)oxy]but-1-ynyl}phenyl)imidazolidine-2,4-dione), C(C1=CC=CC=C1)NC[C@H](O)C1=CC2=C(OC(OC2)(C)C)C=C1 ((1R)-2-(benzylamino)-1-(2,2-dimethyl-4H-1,3-benzodioxin-6-yl)ethanol). Run in C(C)#N (acetonitrile), C(C)(C)N(CC)C(C)C (diisopropylethylamine). Reaction conditions: temperature 50 celsius. The product is C(C1=CC=CC=C1)N(CCCCCCOCCC#CC=1C=C(C=CC1)N1C(NCC1=O)=O)C[C@H](O)C1=CC2=C(OC(OC2)(C)C)C=C1 (3-(3-{4-[(6-{Benzyl[(2R)-2-(2,2-dimethyl-4H-1,3-benzodioxin-6-yl)-2-hydroxyethyl]amino}hexyl)oxy]but-1-ynyl}phenyl)imidazolidine-2,4-dione). Reaction SMILES: Br[CH2:2][CH2:3][CH2:4][CH2:5][CH2:6][CH2:7][O:8][CH2:9][CH2:10][C:11]#[C:12][C:13]1[CH:14]=[C:15]([N:19]2[C:23](=[O:24])[CH2:22][NH:21][C:20]2=[O:25])[CH:16]=[CH:17][CH:18]=1.ICCCCCCOCCC#CC1C=C(N2C(=O)CNC2=O)C=CC=1.[CH2:51]([NH:58][CH2:59][C@@H:60]([C:62]1[CH:73]=[CH:72][C:65]2[O:66][C:67]([CH3:71])([CH3:70])[O:68][CH2:69][C:64]=2[CH:63]=1)[OH:61])[C:52]1[CH:57]=[CH:56][CH:55]=[CH:54][CH:53]=1>C(#N)C.C(N(C(C)C)CC)(C)C>[CH2:51]([N:58]([CH2:59][C@@H:60]([C:62]1[CH:73]=[CH:72][C:65]2[O:66][C:67]([CH3:70])([CH3:71])[O:68][CH2:69][C:64]=2[CH:63]=1)[OH:61])[CH2:2][CH2:3][CH2:4][CH2:5][CH2:6][CH2:7][O:8][CH2:9][CH2:10][C:11]#[C:12][C:13]1[CH:14]=[C:15]([N:19]2[C:23](=[O:24])[CH2:22][NH:21][C:20]2=[O:25])[CH:16]=[CH:17][CH:18]=1)[C:52]1[CH:53]=[CH:54][CH:55]=[CH:56][CH:57]=1. Procedure details: A solution of 3-(3-{4-[(6-bromohexyl)oxy]but-1-ynyl}phenyl)imidazolidine-2,4-dione and 3-(3-{4-[(6-iodohexyl)oxy]but-1-ynyl}phenyl)imidazolidine-2,4-dione (3:1, 23.98 g) in acetonitrile (240 ml) and diisopropylethylamine (20 ml) was treated with (1R)-2-(benzylamino)-1-(2,2-dimethyl-4H-1,3-benzodioxin-6-yl)ethanol (18.22 g) and the mixture was heated to 50° C. for 5 days. The solvent was removed under reduced pressure, the residue was diluted with EtOAc (250 ml) and washed with water. The aqueous... The reactants are FC(C=1C=C(CC2=CC(NC=N2)=O)C=CC1)(F)F (6-(3-trifluoromethylbenzyl)pyrimidin-4-one), P(=O)(Cl)(Cl)Cl (phosphorus oxychloride). The product is FC(C=1C=C(CC2=CC(=NC=N2)Cl)C=CC1)(F)F (6-(3-trifluoromethylbenzyl)-4-chloro-pyrimidine). As a reaction SMILES: [F:1][C:2]([F:18])([F:17])[C:3]1[CH:4]=[C:5]([CH:14]=[CH:15][CH:16]=1)[CH2:6][C:7]1[N:12]=[CH:11][NH:10][C:9](=O)[CH:8]=1.P(Cl)(Cl)([Cl:21])=O>>[F:1][C:2]([F:18])([F:17])[C:3]1[CH:4]=[C:5]([CH:14]=[CH:15][CH:16]=1)[CH2:6][C:7]1[N:12]=[CH:11][N:10]=[C:9]([Cl:21])[CH:8]=1. Reported procedure: Under nitrogen atmosphere, 6-(3-trifluoromethylbenzyl)pyrimidin-4-one (7.0 g, 0.027 mol) is dissolved in phosphorus oxychloride (30 ml) and is refluxed for 1.5 hours. After cooling the solution is concentrated under reduced pressure. The solid is then dissolved in ethyl acetate, washed with water, saturated brine, dried and the crude product purified by flash column chromatography to give 6-(3-trifluoromethylbenzyl)-4-chloro-pyrimidine (6.3 g).